From a dataset of the Open Reaction Database (ORD), a public repository of structured organic reaction records. describe an organic reaction: reactants, conditions, products, and yield Starting materials: FC(C=1C=C(C(C2=CC(=CC=C2)C(F)(F)F)Br)C=CC1)(F)F (3,3'-bis(trifluoromethyl)benzhydryl bromide), P(OCC)(OCC)OCC (triethyl phosphite). Product: FC(C=1C=C(C=CC1)C(C1=CC(=CC=C1)C(F)(F)F)P(OCC)(OCC)=O)(F)F (O,O-Diethyl bis(3-trifluoromethylphenyl)methylphosphonate). Reaction SMILES: [F:1][C:2]([F:22])([F:21])[C:3]1[CH:4]=[C:5]([CH:18]=[CH:19][CH:20]=1)[CH:6](Br)[C:7]1[CH:12]=[CH:11][CH:10]=[C:9]([C:13]([F:16])([F:15])[F:14])[CH:8]=1.[P:23]([O:30]CC)([O:27][CH2:28][CH3:29])[O:24][CH2:25][CH3:26]>>[F:1][C:2]([F:22])([F:21])[C:3]1[CH:4]=[C:5]([CH:6]([P:23](=[O:30])([O:27][CH2:28][CH3:29])[O:24][CH2:25][CH3:26])[C:7]2[CH:12]=[CH:11][CH:10]=[C:9]([C:13]([F:16])([F:15])[F:14])[CH:8]=2)[CH:18]=[CH:19][CH:20]=1. Procedure details: A solution containing 3,3'-bis(trifluoromethyl)benzhydryl bromide (29.8 g, 77.6 mmol), prepared according to methods in Example 3 and triethyl phosphite (21.6 mL, 126 mmol), was heated at 155°-160° C. for 16 hours, under N2. The reaction mixture was cooled and washed with H2O (2×150 mL) to remove the excess triethyl phosphite. The non-aqueous portion was added to CH2Cl2 (150 mL), dried (MgSO4), filtered, and concentrated in volume to give a pale yellow oil, 30.1 g. The crude product was chromato... Starting materials: CCOC(C)=O, O=[N+]([O-])c1ccc(B(O)O)cc1, COc1ccc(C(=O)N2c3ccccc3C(N)CC2C)cc1, CN(C)C=O, c1ccncc1. Product: COc1ccc(C(=O)N2c3ccccc3C(Nc3ccc([N+](=O)[O-])cc3)CC2C)cc1. As a reaction SMILES: [CH3:41][CH2:42][O:43][C:44](=[O:45])[CH3:46].[N+:23](=[O:24])([O-:25])[c:26]1[cH:27][cH:28][c:29]([B:32]([OH:33])[OH:34])[cH:30][cH:31]1.[NH2:1][CH:2]1[CH2:3][CH:4]([CH3:22])[N:5]([C:12](=[O:13])[c:14]2[cH:15][cH:16][c:17]([O:20][CH3:21])[cH:18][cH:19]2)[c:6]2[cH:7][cH:8][cH:9][cH:10][c:11]21.[O:47]=[CH:48][N:49]([CH3:50])[CH3:51].[cH:35]1[cH:36][cH:37][n:38][cH:39][cH:40]1>>[NH:1]([CH:2]1[CH2:3][CH:4]([CH3:22])[N:5]([C:12](=[O:13])[c:14]2[cH:15][cH:16][c:17]([O:20][CH3:21])[cH:18][cH:19]2)[c:6]2[cH:7][cH:8][cH:9][cH:10][c:11]21)[c:29]1[cH:28][cH:27][c:26]([N+:23](=[O:24])[O-:25])[cH:31][cH:30]1.